From a dataset of the Open Reaction Database (ORD), a public repository of structured organic reaction records. describe an organic reaction: reactants, conditions, products, and yield Starting materials: C(C)OC(CC1=CC(=C(C=C1)N1C(C=2C(=C3C(=C(C2C1=O)O)C=CC=C3)O)=O)Cl)=O (ethyl[3-chloro-4-(4,9-dihydroxy-1,3-dioxo-1,3-dihydro-2H-benzo[f]isoindol-2-yl)phenyl]acetate), C([O-])([O-])=O.[Na+].[Na+] (sodium carbonate), C([O-])([O-])=O.[Na+].[Na+] (sodium carbonate), FC(S(=O)(=O)OCC(F)(F)F)(F)F (2,2,2-trifluoroethyl trifluoromethanesulfonate), FC(S(=O)(=O)OCC(F)(F)F)(F)F (2,2,2-trifluoroethyl trifluoromethanesulfonate), O (Water). Run in CN(C)C=O (DMF). Conditions: time 21 hour. The product is ClC=1C=C(C=CC1N1C(C=2C(=C3C(=C(C2C1=O)OCC(F)(F)F)C=CC=C3)OCC(F)(F)F)=O)CC(=O)OCC (Ethyl (3-chloro-4-{1,3-dioxo-4,9-bis[(2,2,2-trifluoroethyl)oxy]-1,3-dihydro-2H-benzo[f]isoindol-2-yl}phenyl)acetate). Yield: 90.1%. As a reaction SMILES: [CH2:1]([O:3][C:4](=[O:30])[CH2:5][C:6]1[CH:11]=[CH:10][C:9]([N:12]2[C:20](=[O:21])[C:19]3[C:18]([OH:22])=[C:17]4[CH:23]=[CH:24][CH:25]=[CH:26][C:16]4=[C:15]([OH:27])[C:14]=3[C:13]2=[O:28])=[C:8]([Cl:29])[CH:7]=1)[CH3:2].C(=O)([O-])[O-].[Na+].[Na+].FC(F)(F)S(O[CH2:43][C:44]([F:47])([F:46])[F:45])(=O)=O.O>CN(C=O)C>[Cl:29][C:8]1[CH:7]=[C:6]([CH2:5][C:4]([O:3][CH2:1][CH3:2])=[O:30])[CH:11]=[CH:10][C:9]=1[N:12]1[C:20](=[O:21])[C:19]2[C:18]([O:22][CH2:43][C:44]([F:47])([F:46])[F:45])=[C:17]3[CH:23]=[CH:24][CH:25]=[CH:26][C:16]3=[C:15]([O:27][CH2:43][C:44]([F:45])([F:46])[F:47])[C:14]=2[C:13]1=[O:28] |f:1.2.3|. Procedure details: To a solution of ethyl[3-chloro-4-(4,9-dihydroxy-1,3-dioxo-1,3-dihydro-2H-benzo[f]isoindol-2-yl)phenyl]acetate (0.30 g, 0.71 mmol) in DMF (3 ml), was added sodium carbonate (0.299 g, 2.82 mmol) followed by 2,2,2-trifluoroethyl trifluoromethanesulfonate (0.490 g, 2.12 mmol). This was stirred at room temperature for 21 hours. Further sodium carbonate (0.11 g, 1.06 mmol) and 2,2,2-trifluoroethyl trifluoromethanesulfonate (0.246 g, 1.06 mmol) was added to the reaction to drive it to completion. This... Starting materials: N(=O)[O-].[Na+] (sodium nitrite), [I-].[K+] (potassium iodide), C([O-])(O)=O.[Na+] (sodium bicarbonate), O.C1(=CC=C(C=C1)S(=O)(=O)O)C (para-toluenesulfonic acid monohydrate), NC1=CC=C(C=C1)C1=CC(=C(C=C1)CC)C1C(C(OC(C1=O)(C)C)(C)C)=O (4-(4′-amino-4-ethylbiphenyl-3-yl)-2,2,6,6-tetramethyl-pyran-3,5-dione). The solvent is O (water), C(C)(=O)OCC (ethyl acetate), C(C)#N (acetonitrile). Reaction conditions: time 10 minute. Product: IC1=CC=C(C=C1)C1=CC(=C(C=C1)CC)C1C(C(OC(C1=O)(C)C)(C)C)=O (4-(4′-iodo-4-ethylbiphenyl-3-yl)-2,2,6,6-tetramethylpyran-3,5-dione). The yield is 48.2%. RXN SMILES: O.C1(C)C=CC(S(O)(=O)=O)=CC=1.N[C:14]1[CH:19]=[CH:18][C:17]([C:20]2[CH:25]=[CH:24][C:23]([CH2:26][CH3:27])=[C:22]([CH:28]3[C:33](=[O:34])[C:32]([CH3:36])([CH3:35])[O:31][C:30]([CH3:38])([CH3:37])[C:29]3=[O:39])[CH:21]=2)=[CH:16][CH:15]=1.N([O-])=O.[Na+].[I-:44].[K+].C(=O)(O)[O-].[Na+]>C(#N)C.O.C(OCC)(=O)C>[I:44][C:14]1[CH:19]=[CH:18][C:17]([C:20]2[CH:25]=[CH:24][C:23]([CH2:26][CH3:27])=[C:22]([CH:28]3[C:33](=[O:34])[C:32]([CH3:36])([CH3:35])[O:31][C:30]([CH3:38])([CH3:37])[C:29]3=[O:39])[CH:21]=2)=[CH:16][CH:15]=1 |f:0.1,3.4,5.6,7.8|. Procedure: To a solution of para-toluenesulfonic acid monohydrate (1.03 g, 5.40 mmol) in acetonitrile (11 ml) is added 4-(4′-amino-4-ethylbiphenyl-3-yl)-2,2,6,6-tetramethyl-pyran-3,5-dione (0.65 g, 1.80 mmol), followed by stirring for 10 minutes at room temperature then cooling to 10° C. To this mixture is then added a second mixed solution of sodium nitrite (0.25 g, 3.60 mmol) and potassium iodide (0.76 g, 4.50 mmol) in distilled water (1.3 ml), and the mixture is then stirred at 10° C. for 20 minutes the...